This data is from the Open Reaction Database (ORD), a public repository of structured organic reaction records. The task is: describe an organic reaction: reactants, conditions, products, and yield Starting materials: O=C1NC2=C(CCN1C1CCN(CC1)C(=O)O[C@@H](C(N1CCN(CC1)C1CCNCC1)=O)CC1=CC(=C(C(=C1)C(F)(F)F)N)Cl)C=CC=C2 ((R)-1-(4-amino-3-chloro-5-trifluoromethyl-benzyl)-2-oxo-2-(4-piperidin-4-yl-piperazin-1-yl)-ethyl 4-(2-oxo-1,2,4,5-tetrahydro-1,3-benzodiazepin-3-yl)-piperidine-1-carboxylate), C(=O)([O-])[O-].[K+].[K+] (K2CO3), BrC(C(=O)OCC)C (ethyl 2-bromopropionate). The solvent is CN(C)C=O (DMF). Reaction conditions: temperature 50 celsius, time 2 hour. Product: O=C1NC2=C(CCN1C1CCN(CC1)C(=O)O[C@@H](C(=O)N1CCN(CC1)C1CCN(CC1)C(C)C(=O)OCC)CC1=CC(=C(C(=C1)C(F)(F)F)N)Cl)C=CC=C2 ((R)-1-(4-amino-3-chloro-5-trifluoromethyl-benzyl)-2-{4-[1-(1-ethoxycarbonyl-ethyl)-piperidin-4-yl]-piperazin-1-yl}-2-oxo-ethyl 4-(2-oxo-1,2,4,5-tetrahydro-1,3-benzodiazepin-3-yl)-piperidine-1-carboxylate). As a reaction SMILES: [O:1]=[C:2]1[N:8]([CH:9]2[CH2:14][CH2:13][N:12]([C:15]([O:17][C@H:18]([CH2:33][C:34]3[CH:39]=[C:38]([C:40]([F:43])([F:42])[F:41])[C:37]([NH2:44])=[C:36]([Cl:45])[CH:35]=3)[C:19](=[O:32])[N:20]3[CH2:25][CH2:24][N:23]([CH:26]4[CH2:31][CH2:30][NH:29][CH2:28][CH2:27]4)[CH2:22][CH2:21]3)=[O:16])[CH2:11][CH2:10]2)[CH2:7][CH2:6][C:5]2[CH:46]=[CH:47][CH:48]=[CH:49][C:4]=2[NH:3]1.C([O-])([O-])=O.[K+].[K+].Br[CH:57]([CH3:63])[C:58]([O:60][CH2:61][CH3:62])=[O:59]>CN(C=O)C>[O:1]=[C:2]1[N:8]([CH:9]2[CH2:14][CH2:13][N:12]([C:15]([O:17][C@H:18]([CH2:33][C:34]3[CH:39]=[C:38]([C:40]([F:41])([F:43])[F:42])[C:37]([NH2:44])=[C:36]([Cl:45])[CH:35]=3)[C:19]([N:20]3[CH2:21][CH2:22][N:23]([CH:26]4[CH2:31][CH2:30][N:29]([CH:57]([C:58]([O:60][CH2:61][CH3:62])=[O:59])[CH3:63])[CH2:28][CH2:27]4)[CH2:24][CH2:25]3)=[O:32])=[O:16])[CH2:11][CH2:10]2)[CH2:7][CH2:6][C:5]2[CH:46]=[CH:47][CH:48]=[CH:49][C:4]=2[NH:3]1 |f:1.2.3|. Procedure details: A mixture of 140 mg (0.20 mmol) (R)-1-(4-amino-3-chloro-5-trifluoromethyl-benzyl)-2-oxo-2-(4-piperidin-4-yl-piperazin-1-yl)-ethyl 4-(2-oxo-1,2,4,5-tetrahydro-1,3-benzodiazepin-3-yl)-piperidine-1-carboxylate, 60.8 mg (0.44 mmol) K2CO3 and 29 μL (0.22 mmol) ethyl 2-bromopropionate in 1.8 mL DMF was shaken for 2 h at 50° C. The reaction mixture was purified by HPLC without working up; the fractions containing the product were combined and lyophilised. Starting materials: C(CCCCCCCC)C1=C(C(=C(C=C1)B(O)O)F)F (4-n-Nonyl-2,3-difluorophenyl boronic acid), OO (H2O2). The product is C(CCCCCCCC)C1=C(C(=C(C=C1)O)F)F (4-n-Nonyl-2,3-difluorophenol). As a reaction SMILES: [CH2:1]([C:10]1[CH:15]=[CH:14][C:13](B(O)O)=[C:12]([F:19])[C:11]=1[F:20])[CH2:2][CH2:3][CH2:4][CH2:5][CH2:6][CH2:7][CH2:8][CH3:9].[OH:21]O>>[CH2:1]([C:10]1[CH:15]=[CH:14][C:13]([OH:21])=[C:12]([F:19])[C:11]=1[F:20])[CH2:2][CH2:3][CH2:4][CH2:5][CH2:6][CH2:7][CH2:8][CH3:9]. Procedure details: Quantities: compound from Example 32 (13.6 g, 60 mmol) and H2O2, (10%, 61 cm3). The experimental procedure was described in Example 37. Starting materials: OCCBr, CCCCc1nc(C)[nH]c(=O)c1Cc1ccc(-c2ccccc2C#N)cc1, CN(C)C=O, CCOC(C)=O, [H-], [Na+]. The product is CCCCc1nc(C)n(CCO)c(=O)c1Cc1ccc(-c2ccccc2C#N)cc1. Reaction SMILES: [Br:35][CH2:36][CH2:37][OH:38].[CH2:1]([CH2:2][CH2:3][CH3:4])[c:5]1[n:6][c:7]([CH3:27])[nH:8][c:9](=[O:26])[c:10]1[CH2:11][c:12]1[cH:13][cH:14][c:15](-[c:18]2[c:19]([C:24]#[N:25])[cH:20][cH:21][cH:22][cH:23]2)[cH:16][cH:17]1.[CH3:30][N:31]([CH3:32])[CH:33]=[O:34].[CH3:39][CH2:40][O:41][C:42](=[O:43])[CH3:44].[H-:28].[Na+:29]>>[CH2:1]([CH2:2][CH2:3][CH3:4])[c:5]1[n:6][c:7]([CH3:27])[n:8]([CH2:36][CH2:37][OH:38])[c:9](=[O:26])[c:10]1[CH2:11][c:12]1[cH:13][cH:14][c:15](-[c:18]2[c:19]([C:24]#[N:25])[cH:20][cH:21][cH:22][cH:23]2)[cH:16][cH:17]1. Yields the product CNC(=O)NCCSC1=CC=CC=2N1C=CN2 (5-[2-(methylcarbamoylamino)ethylthio]imidazo[1,2-a]pyridine). Reaction SMILES: [NH2:1][CH2:2][CH2:3][S:4][C:5]1[N:10]2[CH:11]=[CH:12][N:13]=[C:9]2[CH:8]=[CH:7][CH:6]=1.[CH3:14][N:15]=[C:16]=[O:17]>C(Cl)Cl>[CH3:14][NH:15][C:16]([NH:1][CH2:2][CH2:3][S:4][C:5]1[N:10]2[CH:11]=[CH:12][N:13]=[C:9]2[CH:8]=[CH:7][CH:6]=1)=[O:17]. Procedure details: To a solution of 5-[2-(amino)ethylthio]imidazo[1,2-a]pyridine (1.93 g, 10 mmoles) in methylene chloride (30 ml) was added methyl isocyanate (0.59 ml, 10 mmoles) under ice-cooling with stirring and the mixture was stirred under ice-cooling for 1 hour. After the solvent was distilled off, the residue was purified by column chromatography (eluent: ethanol/ethyl acetate=1:5) to obtain 2.15 g of the desired product (86.0%, pale yellow crystals). Run in C(Cl)Cl (methylene chloride). The reactants are NCCSC1=CC=CC=2N1C=CN2 (5-[2-(amino)ethylthio]imidazo[1,2-a]pyridine), CN=C=O (methyl isocyanate). Isolated yield 85.9%. Reactants: ClCCl, OCc1cccc(C(F)(F)F)n1, O=S(Cl)Cl. Yields the product FC(F)(F)c1cccc(CCl)n1. Reaction SMILES: [Cl:17][CH2:18][Cl:19].[F:1][C:2]([c:3]1[cH:4][cH:5][cH:6][c:7]([CH2:9][OH:10])[n:8]1)([F:11])[F:12].[S:13]([Cl:14])([Cl:15])=[O:16]>>[F:1][C:2]([c:3]1[cH:4][cH:5][cH:6][c:7]([CH2:9][Cl:15])[n:8]1)([F:11])[F:12]. Reactants: CC(C)(C)OC(=O)Nc1ccc(Cl)cc1NC(=O)CC(=O)c1cccc(-c2cccnc2)c1, ClCCl, O=C(O)C(F)(F)F. Yields the product O=C1CC(c2cccc(-c3cccnc3)c2)=Nc2ccc(Cl)cc2N1. Reaction SMILES: [C:1]([O:2][C:3](=[O:4])[NH:7][c:8]1[c:9]([NH:15][C:16]([CH2:17][C:18](=[O:5])[c:19]2[cH:20][c:21](-[c:25]3[cH:26][n:27][cH:28][cH:29][cH:30]3)[cH:22][cH:23][cH:24]2)=[O:32])[cH:10][c:11]([Cl:14])[cH:12][cH:13]1)([CH3:6])([CH3:31])[CH3:33].[Cl:41][CH2:42][Cl:43].[F:34][C:35]([F:36])([F:37])[C:38]([OH:39])=[O:40]>>[N:7]1=[C:18]([c:19]2[cH:20][c:21](-[c:25]3[cH:26][n:27][cH:28][cH:29][cH:30]3)[cH:22][cH:23][cH:24]2)[CH2:17][C:16](=[O:32])[NH:15][c:9]2[c:8]1[cH:13][cH:12][c:11]([Cl:14])[cH:10]2.